From a dataset of the Open Reaction Database (ORD), a public repository of structured organic reaction records. describe an organic reaction: reactants, conditions, products, and yield Starting materials: O=[Cr](=O)=O.C1=NC=CC=C1.C2=NC=CC=C2 (Collins Reagent), N1=CC=CC=C1 (pyridine), OCCCCCCC1=C(N(C2=CC=CC=C12)C)C=1C=NC=CC1 (3-(6-hydroxyhexyl)-1-methyl-2-(3-pyridyl)-indole). The reagents and catalysts are [O-2].[O-2].[O-2].[Cr+6] (chromium trioxide). Solvent: ClCCl (dichloromethane), ClCCl (dichloromethane). Reaction conditions: time 30 minute. Yields the product C(=O)CCCCCC1=C(N(C2=CC=CC=C12)C)C=1C=NC=CC1 (3-(5-formylpentyl)-2-(3-pyridyl)-1-methylindole). As a reaction SMILES: O=[Cr](=O)=O.C1C=CC=CN=1.C1C=CC=CN=1.N1C=CC=CC=1.[OH:23][CH2:24][CH2:25][CH2:26][CH2:27][CH2:28][CH2:29][C:30]1[C:38]2[C:33](=[CH:34][CH:35]=[CH:36][CH:37]=2)[N:32]([CH3:39])[C:31]=1[C:40]1[CH:41]=[N:42][CH:43]=[CH:44][CH:45]=1>ClCCl.[O-2].[O-2].[O-2].[Cr+6]>[CH:24]([CH2:25][CH2:26][CH2:27][CH2:28][CH2:29][C:30]1[C:38]2[C:33](=[CH:34][CH:35]=[CH:36][CH:37]=2)[N:32]([CH3:39])[C:31]=1[C:40]1[CH:41]=[N:42][CH:43]=[CH:44][CH:45]=1)=[O:23] |f:0.1.2,6.7.8.9|. Procedure: To a solution of Collins Reagent prepared with chromium trioxide (5.6 g) and pyridine (8.86 g, 112 mmol) in dichloromethane (150 ml) at 0°-5° under a nitrogen atmosphere is added all at once 1.8 g of 3-(6-hydroxyhexyl)-1-methyl-2-(3-pyridyl)-indole in dichloromethane (15 ml). The mixture is stirred for an additional 30 minutes, the filtered through celite. The filtrate is then passed through a silica gel column. The product is eluted from the silica gel with a mixture of ethyl acetate:dichlorome... Reactants: CC1(C)OB(c2ccc(Nc3nc4ccccc4s3)c(F)c2)OC1(C)C, CN1CCN(C2CCC(n3nc(I)c4c(N)ncnc43)CC2)CC1, CN1CCN(C2CCC(n3nc(-c4ccc(Nc5nc6ccccc6o5)c(F)c4)c4c(N)ncnc43)CC2)CC1. The product is CN1CCN(C2CCC(n3nc(-c4ccc(Nc5nc6ccccc6s5)c(F)c4)c4c(N)ncnc43)CC2)CC1. RXN SMILES: [F:25][c:26]1[c:27]([NH:41][c:42]2[s:43][c:44]3[c:45]([n:46]2)[cH:47][cH:48][cH:49][cH:50]3)[cH:28][cH:29][c:30]([B:32]2[O:33][C:34]([CH3:35])([CH3:36])[C:37]([CH3:38])([CH3:39])[O:40]2)[cH:31]1.[I:1][c:2]1[n:3][n:4]([CH:12]2[CH2:13][CH2:14][CH:15]([N:18]3[CH2:19][CH2:20][N:21]([CH3:24])[CH2:22][CH2:23]3)[CH2:16][CH2:17]2)[c:5]2[n:6][cH:7][n:8][c:9]([NH2:11])[c:10]12.[NH2:51][c:52]1[n:53][cH:54][n:55][c:56]2[n:57]([CH:58]3[CH2:59][CH2:60][CH:61]([N:62]4[CH2:63][CH2:64][N:65]([CH3:66])[CH2:67][CH2:68]4)[CH2:69][CH2:70]3)[n:71][c:72](-[c:73]3[cH:74][cH:75][c:76]([NH:77][c:78]4[o:79][c:80]5[cH:81][cH:82][cH:83][cH:84][c:85]5[n:86]4)[c:87]([F:88])[cH:89]3)[c:90]12>>[c:2]1(-[c:30]2[cH:29][cH:28][c:27]([NH:41][c:42]3[s:43][c:44]4[c:45]([n:46]3)[cH:47][cH:48][cH:49][cH:50]4)[c:26]([F:25])[cH:31]2)[n:3][n:4]([CH:12]2[CH2:13][CH2:14][CH:15]([N:18]3[CH2:19][CH2:20][N:21]([CH3:24])[CH2:22][CH2:23]3)[CH2:16][CH2:17]2)[c:5]2[n:6][cH:7][n:8][c:9]([NH2:11])[c:10]12. The reactants are BrC=1C=NC=C(C1)C=O (3-bromopyridine-5-carboxaldehyde), C(#N)CC1=CNC2=CC=CC=C12 (3-cyanomethylindole), [O-]CC.[Na+] (sodium ethoxide). Run in C(C)O (ethanol), C(C)O (ethanol). Run at time 1 hour. Product: BrC=1C=C(C=NC1)\C=C(/C#N)\C1=CNC2=CC=CC=C12 ((2Z)-3-(5-bromopyridin-3-yl)-2-(1H-indol-3-yl)acrylonitrile). The yield is 16.0%. As a reaction SMILES: [C:1]([CH2:3][C:4]1[C:12]2[C:7](=[CH:8][CH:9]=[CH:10][CH:11]=2)[NH:6][CH:5]=1)#[N:2].[O-]CC.[Na+].[Br:17][C:18]1[CH:19]=[N:20][CH:21]=[C:22]([CH:24]=O)[CH:23]=1>C(O)C>[Br:17][C:18]1[CH:23]=[C:22](/[CH:24]=[C:3](/[C:4]2[C:12]3[C:7](=[CH:8][CH:9]=[CH:10][CH:11]=3)[NH:6][CH:5]=2)\[C:1]#[N:2])[CH:21]=[N:20][CH:19]=1 |f:1.2|. Reported procedure: A solution of 3-cyanomethylindole (156 mg, 1.0 mmol) in anhydrous ethanol (1.5 mL) at room temperature was treated with 21% sodium ethoxide in ethanol (450 μL), stirred for 1 hour, treated with 3-bromopyridine-5-carboxaldehyde (J. Heterocycl. Chem., 1995, 32, 1801.) (187 mg, 1.0 mmol), stirred overnight, and concentrated. The residue was purified by flash column chromatography on silica gel with 2% methanol/dichloromethane to provide the desired product (52 mg, 16%). MS (DCI/NH3) m/e 325 (M+H)+. Reactants: [N+](=O)([O-])C1=C(NC)C=CC(=C1)[N+](=O)[O-] (2,4-dinitro-N-methylaniline), C(O)([O-])=O.[Na+] (sodium hydrogen carbonate), CO (methanol), [S-2].[Na+].[Na+] (sodium sulphide), resultant solution. Solvent: O (water), [OH-].[Na+] (sodium hydroxide). Reaction conditions: temperature 25 celsius, time 15 minute. The product is 56.8, NC1=C(NC)C=CC(=C1)[N+](=O)[O-] (2-amino-4-nitro-N-methylaniline). Isolated yield 94.4%. RXN SMILES: [N+:1]([C:4]1[CH:11]=[C:10]([N+:12]([O-:14])=[O:13])[CH:9]=[CH:8][C:5]=1[NH:6][CH3:7])([O-])=O.C(=O)([O-])O.[Na+].CO.[S-2].[Na+].[Na+]>O.[OH-].[Na+]>[NH2:1][C:4]1[CH:11]=[C:10]([N+:12]([O-:14])=[O:13])[CH:9]=[CH:8][C:5]=1[NH:6][CH3:7] |f:1.2,4.5.6,8.9|. Procedure: 71 Parts of 2,4-dinitro-N-methylaniline and 53 parts of sodium hydrogen carbonate are stirred in 144 parts of methanol. The yellow suspension is heated in the course of 20 minutes to 40° C. Simultaneously, 81.9 parts of 60% sodium sulphide are dissolved in 144 parts of water of approx. 40° C and 1.2 parts of 30% sodium hydroxide solution are added to the resultant solution. The turbid yellow solution is filtered. The clear yellow filtrate is added dropwise in the course of 2 hours to the suspens... Starting materials: CI, CC(C)=O, CC1CCN(c2nsnc2-c2cccnc2)CC1. Yields the product CC1CCN(c2nsnc2-c2ccc[n+](C)c2)CC1, [I-]. As a reaction SMILES: [CH3:1][I:2].[CH3:21][C:22](=[O:23])[CH3:24].[CH3:3][CH:4]1[CH2:5][CH2:6][N:7]([c:10]2[n:11][s:12][n:13][c:14]2-[c:15]2[cH:16][n:17][cH:18][cH:19][cH:20]2)[CH2:8][CH2:9]1>>[CH3:1][n+:17]1[cH:16][c:15](-[c:14]2[c:10]([N:7]3[CH2:6][CH2:5][CH:4]([CH3:3])[CH2:9][CH2:8]3)[n:11][s:12][n:13]2)[cH:20][cH:19][cH:18]1.[I-:2]. Product: COc1c(OC(C)=O)c(CC=O)cc2ccc(=O)oc12. RXN SMILES: [C:1]([CH3:2])(=[O:3])[O:4][c:5]1[c:6]([CH2:18][CH:19]=[CH2:20])[cH:7][c:8]2[cH:9][cH:10][c:11](=[O:17])[o:12][c:13]2[c:14]1[O:15][CH3:16].[CH3:27][CH2:28][O:29][C:30]([CH3:31])=[O:32].[I+3:21]([O-:22])([O-:23])([O-:24])[O-:25].[K+:26].[OH2:33]>>[C:1]([CH3:2])(=[O:3])[O:4][c:5]1[c:6]([CH2:18][CH:19]=[O:22])[cH:7][c:8]2[cH:9][cH:10][c:11](=[O:17])[o:12][c:13]2[c:14]1[O:15][CH3:16]. Reactants: C=CCc1cc2ccc(=O)oc2c(OC)c1OC(C)=O, CCOC(C)=O, [O-][I+3]([O-])([O-])[O-], [K+], O. The reactants are FC(COC1=C(C=CC=C1)N1CCNCC1)(F)F (1-[2-(2,2,2-trifluoroethoxy)phenyl]piperazine), ClCCCN1C(N(C=C(C1=O)C)C1=CC=C(C=C1)F)=O (3-(3-chloropropyl)-1-(4-fluorophenyl)-5-methyl-2,4(1H,3H)-pyrimidinedione). Yields the product Cl.FC(COC1=C(C=CC=C1)N1CCN(CC1)CCCN1C(N(C=C(C1=O)C)C1=CC=C(C=C1)F)=O)(F)F (3-(3-{4-[2-(2,2,2-trifluoroethoxy)phenyl]piperazin-1-yl}propyl)-1-(4-fluorophenyl)-5-methyl-2,4(1H,3H)-pyrimidinedione hydrochloride). RXN SMILES: [F:1][C:2]([F:18])([F:17])[CH2:3][O:4][C:5]1[CH:10]=[CH:9][CH:8]=[CH:7][C:6]=1[N:11]1[CH2:16][CH2:15][NH:14][CH2:13][CH2:12]1.[Cl:19][CH2:20][CH2:21][CH2:22][N:23]1[C:28](=[O:29])[C:27]([CH3:30])=[CH:26][N:25]([C:31]2[CH:36]=[CH:35][C:34]([F:37])=[CH:33][CH:32]=2)[C:24]1=[O:38]>>[ClH:19].[F:18][C:2]([F:1])([F:17])[CH2:3][O:4][C:5]1[CH:10]=[CH:9][CH:8]=[CH:7][C:6]=1[N:11]1[CH2:16][CH2:15][N:14]([CH2:20][CH2:21][CH2:22][N:23]2[C:28](=[O:29])[C:27]([CH3:30])=[CH:26][N:25]([C:31]3[CH:32]=[CH:33][C:34]([F:37])=[CH:35][CH:36]=3)[C:24]2=[O:38])[CH2:13][CH2:12]1 |f:2.3|. Procedure: substituting 1-[2-(2,2,2-trifluoroethoxy)phenyl]piperazine and 3-(3-chloropropyl)-1-(4-fluorophenyl)-5-methyl-2,4(1H,3H)-pyrimidinedione gave 3-(3-{4-[2-(2,2,2-trifluoroethoxy)phenyl]piperazin-1-yl}propyl)-1-(4-fluorophenyl)-5-methyl-2,4(1H,3H)-pyrimidinedione hydrochloride, m.p. 166°-168° C.; Anal.: Calcd. for C26H28F4N4O3HCl.(C4H10O)0.3 ; C, 56.34; H, 5.56; N, 9.66%; Found: C, 56.06; H, 5.76; N, 9.36%;